This data is from the Open Reaction Database (ORD), a public repository of structured organic reaction records. The task is: describe an organic reaction: reactants, conditions, products, and yield Reactants: BrB(Br)Br, ClCCl, CCCC(NC(=O)c1cnn(-c2ccc(Cl)cc2)c1COC)c1cccc(C(F)(F)F)c1. Product: CCCC(NC(=O)c1cnn(-c2ccc(Cl)cc2)c1CO)c1cccc(C(F)(F)F)c1. RXN SMILES: [B:33]([Br:34])([Br:35])[Br:36].[Cl:37][CH2:38][Cl:39].[F:1][C:2]([c:3]1[cH:4][c:5]([CH:9]([CH2:10][CH2:11][CH3:12])[NH:13][C:14](=[O:15])[c:16]2[cH:17][n:18][n:19](-[c:24]3[cH:25][cH:26][c:27]([Cl:30])[cH:28][cH:29]3)[c:20]2[CH2:21][O:22][CH3:23])[cH:6][cH:7][cH:8]1)([F:31])[F:32]>>[F:1][C:2]([c:3]1[cH:4][c:5]([CH:9]([CH2:10][CH2:11][CH3:12])[NH:13][C:14](=[O:15])[c:16]2[cH:17][n:18][n:19](-[c:24]3[cH:25][cH:26][c:27]([Cl:30])[cH:28][cH:29]3)[c:20]2[CH2:21][OH:22])[cH:6][cH:7][cH:8]1)([F:31])[F:32]. Starting materials: O=C(c1ccccc1)c1cccnc1Cl, CCO, [Na+], [OH-], OCCS. The product is O=C(c1ccccc1)c1cccnc1SCCO, Cl. RXN SMILES: [C:1]([c:2]1[cH:3][cH:4][cH:5][cH:6][cH:7]1)(=[O:8])[c:9]1[c:10]([Cl:15])[n:11][cH:12][cH:13][cH:14]1.[CH3:22][CH2:23][OH:24].[Na+:21].[OH-:20].[SH:16][CH2:17][CH2:18][OH:19]>>[C:1]([c:2]1[cH:3][cH:4][cH:5][cH:6][cH:7]1)(=[O:8])[c:9]1[c:10]([S:16][CH2:17][CH2:18][OH:19])[n:11][cH:12][cH:13][cH:14]1.[ClH:15].